This data is from the Open Reaction Database (ORD), a public repository of structured organic reaction records. The task is: describe an organic reaction: reactants, conditions, products, and yield Conditions: time 24 hour. Reported procedure: A mixture of 4 parts of intermediate 38, namely 6-(hydroxyphenylmethyl)-4(3H)-quinazolinone, and 67.7 parts of a solution of hydrobromic acid in acetic acid 30% was stirred for 24 hours at room temperature. The reaction mixture was evaporated and the residue was co-evaporated with methylbenzene, yielding 6.5 parts (100%) of 6-(bromophenylmethyl)-4(3H)-quinazolinone monohydrobromide (interm. 48). The yield is 100.0%. The solvent is C(C)(=O)O (acetic acid). The product is Br.BrC(C=1C=C2C(NC=NC2=CC1)=O)C1=CC=CC=C1 (6-(bromophenylmethyl)-4(3H)-quinazolinone monohydrobromide). RXN SMILES: O[CH:2]([C:14]1[CH:19]=[CH:18][CH:17]=[CH:16][CH:15]=1)[C:3]1[CH:4]=[C:5]2[C:10](=[CH:11][CH:12]=1)[N:9]=[CH:8][NH:7][C:6]2=[O:13].[BrH:20]>C(O)(=O)C>[BrH:20].[Br:20][CH:2]([C:14]1[CH:19]=[CH:18][CH:17]=[CH:16][CH:15]=1)[C:3]1[CH:4]=[C:5]2[C:10](=[CH:11][CH:12]=1)[N:9]=[CH:8][NH:7][C:6]2=[O:13] |f:3.4|. The reactants are intermediate 38, OC(C=1C=C2C(NC=NC2=CC1)=O)C1=CC=CC=C1 (6-(hydroxyphenylmethyl)-4(3H)-quinazolinone), Br (hydrobromic acid).